Dataset: the Open Reaction Database (ORD), a public repository of structured organic reaction records. Task: describe an organic reaction: reactants, conditions, products, and yield The reactants are CC(C)CBr, CCC(C)=O, Cc1cc(=O)n2cc(Cl)cc(O)c2n1, [Cu], [Na+], [OH-], O. Yields the product Cc1cc(=O)n2cc(Cl)cc(OCC(C)C)c2n1. As a reaction SMILES: [CH2:17]([CH:18]([CH3:19])[CH3:20])[Br:21].[CH3:22][C:23]([CH2:24][CH3:25])=[O:26].[Cl:3][c:4]1[cH:5][c:6]([OH:16])[c:7]2[n:8]([c:9](=[O:14])[cH:10][c:11]([CH3:13])[n:12]2)[cH:15]1.[Cu:28].[Na+:2].[OH-:1].[OH2:27]>>[Cl:3][c:4]1[cH:5][c:6]([O:16][CH2:17][CH:18]([CH3:19])[CH3:20])[c:7]2[n:8]([c:9](=[O:14])[cH:10][c:11]([CH3:13])[n:12]2)[cH:15]1. Solvent: C(Cl)Cl (methylene chloride). Procedure details: To a solution of 45 mg (0.073 mmol) of 2-{1-[bis(4-chlorophenyl)methyl]azetidin-3-ylidene}-2-(3,5-difluorophenyl)ethyl 4-nitrophenyl carbonate in 3 mL of methylene chloride was added 0.3 mL of isopropylamine and stirred for 4 h at rt. The reaction mixture was then concentrated and the residue was purified by silica gel chromatography with hexanes/ethyl acetate=4:1 to afford the title compound as a white solid. 1NMR (CDCl3) δ 1.15 (d, 6H, J=5.7 Hz), 3.90 (br s, 1H), 3.99 (s, 2H), 4.06 (s, 2H), 4.... As a reaction SMILES: [C:1](=O)([O:32]C1C=CC([N+]([O-])=O)=CC=1)[O:2][CH2:3][C:4](=[C:13]1[CH2:16][N:15]([CH:17]([C:25]2[CH:30]=[CH:29][C:28]([Cl:31])=[CH:27][CH:26]=2)[C:18]2[CH:23]=[CH:22][C:21]([Cl:24])=[CH:20][CH:19]=2)[CH2:14]1)[C:5]1[CH:10]=[C:9]([F:11])[CH:8]=[C:7]([F:12])[CH:6]=1.[CH:43]([NH2:46])([CH3:45])[CH3:44]>C(Cl)Cl>[CH:43]([NH:46][C:1](=[O:32])[O:2][CH2:3][C:4](=[C:13]1[CH2:16][N:15]([CH:17]([C:18]2[CH:19]=[CH:20][C:21]([Cl:24])=[CH:22][CH:23]=2)[C:25]2[CH:30]=[CH:29][C:28]([Cl:31])=[CH:27][CH:26]=2)[CH2:14]1)[C:5]1[CH:10]=[C:9]([F:11])[CH:8]=[C:7]([F:12])[CH:6]=1)([CH3:45])[CH3:44]. Conditions: time 4 hour. The reactants are C(OCC(C1=CC(=CC(=C1)F)F)=C1CN(C1)C(C1=CC=C(C=C1)Cl)C1=CC=C(C=C1)Cl)(OC1=CC=C(C=C1)[N+](=O)[O-])=O (2-{1-[bis(4-chlorophenyl)methyl]azetidin-3-ylidene}-2-(3,5-difluorophenyl)ethyl 4-nitrophenyl carbonate), C(C)(C)N (isopropylamine). Product: C(C)(C)NC(OCC(C1=CC(=CC(=C1)F)F)=C1CN(C1)C(C1=CC=C(C=C1)Cl)C1=CC=C(C=C1)Cl)=O (2-{1-[Bis(4-chlorophenyl)methyl]azetidin-3-ylidene}-2-(3,5-difluorophenyl)ethyl isopropylcarbamate). Starting materials: ClCCl, N#Cc1ccc(C(c2ncc[nH]2)C2(O)CCCCCC2)cc1, O=S(Cl)Cl. The product is N#Cc1ccc(C(=C2CCCCCC2)c2ncc[nH]2)cc1. RXN SMILES: [Cl:27][CH2:28][Cl:29].[OH:1][C:2]1([CH:9]([c:10]2[nH:11][cH:12][cH:13][n:14]2)[c:15]2[cH:16][cH:17][c:18]([C:19]#[N:20])[cH:21][cH:22]2)[CH2:3][CH2:4][CH2:5][CH2:6][CH2:7][CH2:8]1.[S:23]([Cl:24])([Cl:25])=[O:26]>>[C:2]1(=[C:9]([c:10]2[n:11][cH:12][cH:13][nH:14]2)[c:15]2[cH:16][cH:17][c:18]([C:19]#[N:20])[cH:21][cH:22]2)[CH2:3][CH2:4][CH2:5][CH2:6][CH2:7][CH2:8]1. Reactants: CO, Cl, NC(CO)C(=O)O, NCc1ccccc1. Yields the product NC(CO)C(=O)NCc1ccccc1. Reaction SMILES: [CH3:17][OH:18].[ClH:1].[NH2:2][CH:3]([CH2:4][OH:5])[C:6]([OH:7])=[O:8].[NH2:9][CH2:10][c:11]1[cH:12][cH:13][cH:14][cH:15][cH:16]1>>[NH2:2][CH:3]([CH2:4][OH:5])[C:6](=[O:8])[NH:9][CH2:10][c:11]1[cH:12][cH:13][cH:14][cH:15][cH:16]1. The reactants are CC1(c2ccc(Br)cc2)C(=O)N(c2ccc(C(F)(F)F)cc2)C(c2ccccc2)N1CCN1CCOCC1, ClCCl, Cl. The product is CC(NCCN1CCOCC1)(C(=O)Nc1ccc(C(F)(F)F)cc1)c1ccc(Br)cc1. RXN SMILES: [Br:1][c:2]1[cH:3][cH:4][c:5]([C:8]2([CH3:38])[C:9](=[O:37])[N:10]([c:27]3[cH:28][cH:29][c:30]([C:33]([F:34])([F:35])[F:36])[cH:31][cH:32]3)[CH:11]([c:21]3[cH:22][cH:23][cH:24][cH:25][cH:26]3)[N:12]2[CH2:13][CH2:14][N:15]2[CH2:16][CH2:17][O:18][CH2:19][CH2:20]2)[cH:6][cH:7]1.[Cl:40][CH2:41][Cl:42].[ClH:39]>>[Br:1][c:2]1[cH:3][cH:4][c:5]([C:8]([C:9]([NH:10][c:27]2[cH:28][cH:29][c:30]([C:33]([F:34])([F:35])[F:36])[cH:31][cH:32]2)=[O:37])([NH:12][CH2:13][CH2:14][N:15]2[CH2:16][CH2:17][O:18][CH2:19][CH2:20]2)[CH3:38])[cH:6][cH:7]1.